Dataset: the Open Reaction Database (ORD), a public repository of structured organic reaction records. Task: describe an organic reaction: reactants, conditions, products, and yield Reactants: ClC1=NC=NC(=C1C#CC1=CC=C(C=C1)C(F)(F)F)C (4-chloro-6-methyl-5-{[4-(trifluoromethyl)phenyl]ethynyl}pyrimidine), NCC1=CC=C(O1)C(=O)OC (methyl 5-aminomethyl-2-furancarboxylate). Yields the product CC1=C(C(=NC=N1)NCC1=CC=C(O1)C(=O)OC)C#CC1=CC=C(C=C1)C(F)(F)F (Methyl 5-(6-methyl-5-{[4-(trifluoromethyl)phenyl]ethynyl}pyrimidin-4-ylaminomethyl)-2-furancarboxylate). As a reaction SMILES: Cl[C:2]1[C:7]([C:8]#[C:9][C:10]2[CH:15]=[CH:14][C:13]([C:16]([F:19])([F:18])[F:17])=[CH:12][CH:11]=2)=[C:6]([CH3:20])[N:5]=[CH:4][N:3]=1.[NH2:21][CH2:22][C:23]1[O:27][C:26]([C:28]([O:30][CH3:31])=[O:29])=[CH:25][CH:24]=1>>[CH3:20][C:6]1[N:5]=[CH:4][N:3]=[C:2]([NH:21][CH2:22][C:23]2[O:27][C:26]([C:28]([O:30][CH3:31])=[O:29])=[CH:25][CH:24]=2)[C:7]=1[C:8]#[C:9][C:10]1[CH:15]=[CH:14][C:13]([C:16]([F:19])([F:18])[F:17])=[CH:12][CH:11]=1. Procedure details: The method described in Example 23 was repeated except that 4-chloro-6-methyl-5-{[4-(trifluoromethyl)phenyl]ethynyl}pyrimidine was used in place of 4-chloro-2,6-dimethyl-5-{[4-(trifluoromethyl)phenyl]ethynyl}pyrimidine and methyl 5-aminomethyl-2-furancarboxylate was used in place of ethyl (4-aminomethyl)benzoate to obtain a target substance. The target substance was subjected to e.g., proton nuclear magnetic resonance spectrometry (1H-NMR) and mass spectrometry (MS) and confirmed as the titled c... Reactants: C(C)(C)(C)OC(=O)N1CCN(CCC1)C1=NC2=C(N1CCN1N=NN=C1C)C=CC=C2 (4-{1-[2-(5-methyl-tetrazol-1-yl)-ethyl]-1H-benzoimidazol-2-yl}-[1,4]diazepane-1-carboxylic acid tert-butyl ester), I (hydroiodic acid), [OH-].[Na+] (sodium hydroxide). The solvent is C(C)O (ethanol). Yields the product N1(CCNCCC1)C1=NC2=C(N1CCN1N=NN=C1C)C=CC=C2 (2-[1,4]diazepan-1-yl-1-[2-(5-methyl-tetrazol-1-yl)-ethyl]-1H-benzoimidazole). The yield is 84.4%. As a reaction SMILES: C(OC([N:8]1[CH2:14][CH2:13][CH2:12][N:11]([C:15]2[N:19]([CH2:20][CH2:21][N:22]3[C:26]([CH3:27])=[N:25][N:24]=[N:23]3)[C:18]3[CH:28]=[CH:29][CH:30]=[CH:31][C:17]=3[N:16]=2)[CH2:10][CH2:9]1)=O)(C)(C)C.I.[OH-].[Na+]>C(O)C>[N:11]1([C:15]2[N:19]([CH2:20][CH2:21][N:22]3[C:26]([CH3:27])=[N:25][N:24]=[N:23]3)[C:18]3[CH:28]=[CH:29][CH:30]=[CH:31][C:17]=3[N:16]=2)[CH2:12][CH2:13][CH2:14][NH:8][CH2:9][CH2:10]1 |f:2.3|. Procedure details: Reflux 4-{1-[2-(5-methyl-tetrazol-1-yl)-ethyl]-1H-benzoimidazol-2-yl}-[1,4]diazepane-1-carboxylic acid tert-butyl ester (0.42 g, 0.98 mmol) in ethanol (15 mL) with 57% hydroiodic acid (5 mL) for one hour. Cool, treat with sodium hydroxide solution (final pH 13) and extract with dichloromethane (10×50 mL). Dry the combined organic phases (Na2SO4), filter and concentrate the filtrate in vacuo to afford 2-[1,4]diazepan-1-yl-1-[2-(5-methyl-tetrazol-1-yl)-ethyl]-1H-benzoimidazole (0.27 g), Rf=0.60 (s... Starting materials: C(Cl)(Cl)Cl (chloroform), CC=1N=CC(CC1)([N+](=O)[O-])C (2,5-dimethyl-5-nitropyridine), C(=O)(N)N.OO (carbamide peroxide), FC(C(=O)OC(C(F)(F)F)=O)(F)F (trifluoroacetic anhydride). The solvent is O (Water). Reaction conditions: time 30 minute. The product is CC=1[N+](=CC(CC1)([N+](=O)[O-])C)[O-] (2,5-Dimethyl-5-nitropyridine-1-oxide). The yield is 75.5%. Reaction SMILES: C(Cl)(Cl)Cl.[CH3:5][C:6]1[N:7]=[CH:8][C:9]([CH3:15])([N+:12]([O-:14])=[O:13])[CH2:10][CH:11]=1.C(N)(N)=[O:17].OO.FC(F)(F)C(OC(=O)C(F)(F)F)=O>O>[CH3:5][C:6]1[N+:7]([O-:17])=[CH:8][C:9]([CH3:15])([N+:12]([O-:14])=[O:13])[CH2:10][CH:11]=1 |f:2.3|. Reported procedure: To a chloroform (10 mL) solution of 2,5-dimethyl-5-nitropyridine (1.2 g), under ice cooling in a nitrogen atmosphere, carbamide peroxide (1.9 g) and trifluoroacetic anhydride (2.3 mL) were added dropwise, and the resultant was stirred for 30 minutes under ice cooling and then stirred at room temperature for 13 hours. Water was added to the reaction mixture, followed by extraction with chloroform. The obtained organic layer was washed with a 10% aqueous sodium thiosulfate solution and then dried ... Starting materials: CC(=O)OC(C)=O, CC(=O)Cl, CC(=O)C(Cl)C(N)=O. The product is CC(=O)NC(=O)C(Cl)C(C)=O. Reaction SMILES: [CH3:13][C:14]([O:15][C:16](=[O:17])[CH3:18])=[O:19].[CH3:9][C:10]([Cl:11])=[O:12].[Cl:1][CH:2]([C:3](=[O:4])[NH2:5])[C:6]([CH3:7])=[O:8]>>[Cl:1][CH:2]([C:3](=[O:4])[NH:5][C:10]([CH3:9])=[O:12])[C:6]([CH3:7])=[O:8]. Product: C1=CC=CC=2C3=CC=CC=C3C(C12)COC(NC1=CC=C(C=C1)SC1=C(C=C(C=C1)C(NC1=NC=C(C=C1)Cl)=O)[N+](=O)[O-])=O ({4-[4-(5-Chloro-pyridin-2-ylcarbamoyl)-2-nitro-phenylsulfanyl]-phenyl}-carbamic acid 9H-fluoren-9-ylmethyl ester). Reaction SMILES: [CH:1]1[C:13]2[CH:12]([CH2:14][O:15][C:16](=[O:37])[NH:17][C:18]3[CH:23]=[CH:22][C:21]([S:24][C:25]4[CH:30]=[CH:29][C:28]([C:31](Cl)=[O:32])=[CH:27][C:26]=4[N+:34]([O-:36])=[O:35])=[CH:20][CH:19]=3)[C:11]3[C:6](=[CH:7][CH:8]=[CH:9][CH:10]=3)[C:5]=2[CH:4]=[CH:3][CH:2]=1.[Cl:38][C:39]1[CH:40]=[CH:41][C:42]([NH2:45])=[N:43][CH:44]=1.C(N(C(C)C)CC)(C)C>O1CCCC1>[CH:1]1[C:13]2[CH:12]([CH2:14][O:15][C:16](=[O:37])[NH:17][C:18]3[CH:23]=[CH:22][C:21]([S:24][C:25]4[CH:30]=[CH:29][C:28]([C:31](=[O:32])[NH:45][C:42]5[CH:41]=[CH:40][C:39]([Cl:38])=[CH:44][N:43]=5)=[CH:27][C:26]=4[N+:34]([O-:36])=[O:35])=[CH:20][CH:19]=3)[C:11]3[C:6](=[CH:7][CH:8]=[CH:9][CH:10]=3)[C:5]=2[CH:4]=[CH:3][CH:2]=1. Yield: 69.5%. Solvent: O1CCCC1 (tetrahydrofuran). Procedure details: A solution of the product of Example 19C (471 mg, 0.861 mmol) in anhydrous tetrahydrofuran (8 mL) was treated with 5-chloro-2-aminopyridine (125 mg, 0.972 mmol) and diisopropylethylamine (0.232 mL, 1.332 mmol), and stirred at room temperature under a nitrogen atmosphere for 18 hours. The solvent was removed by rotary evaporation in vacuo, the residue taken up in ethyl acetate (250 mL) and washed with saturated aqueous sodium bicarbonate (50 mL), water (2×50 mL), and brine (50 mL). The organic ph... Starting materials: C1=CC=CC=2C3=CC=CC=C3C(C12)COC(NC1=CC=C(C=C1)SC1=C(C=C(C=C1)C(=O)Cl)[N+](=O)[O-])=O ([4-(4-Chlorocarbonyl-2-nitro-phenylsulfanyl)-phenyl]-carbamic acid 9H-fluoren-9-ylmethyl ester), ClC=1C=CC(=NC1)N (5-chloro-2-aminopyridine), C(C)(C)N(CC)C(C)C (diisopropylethylamine). Run at time 18 hour. Starting materials: COC(=O)C=1SC(=CC1N)C1=CC=CC=C1 (3-Amino-5-phenyl-thiophene-2-carboxylic acid methyl ester), C=C(C)C (isobutene). The reagents and catalysts are S(O)(O)(=O)=O (sulfuric acid). Solvent: O1CCOCC1.C(Cl)(Cl)Cl (dioxane chloroforme). Conditions: temperature -78 celsius, time 6 day. Yields the product COC(=O)C=1SC(=CC1NC(C)(C)C)C1=CC=CC=C1 (3-tert-Butylamino-5-phenyl-thiophene-2-carboxylic acid methyl ester). The yield is 62.0%. Reaction SMILES: [CH3:1][O:2][C:3]([C:5]1[S:6][C:7]([C:11]2[CH:16]=[CH:15][CH:14]=[CH:13][CH:12]=2)=[CH:8][C:9]=1[NH2:10])=[O:4].[CH2:17]=[C:18]([CH3:20])[CH3:19]>S(=O)(=O)(O)O.O1CCOCC1.C(Cl)(Cl)Cl>[CH3:1][O:2][C:3]([C:5]1[S:6][C:7]([C:11]2[CH:16]=[CH:15][CH:14]=[CH:13][CH:12]=2)=[CH:8][C:9]=1[NH:10][C:18]([CH3:20])([CH3:19])[CH3:17])=[O:4] |f:3.4|. Procedure details: Concentrated sulfuric acid (10 drop) was added to a solution of 3-Amino-5-phenyl-thiophene-2-carboxylic acid methyl ester (500 mg, 2,15 mmol) in 20 ml of dioxane/chloroforme (2:3) in a sealed tube. After cooling the solution at −78° C., put 20 ml of isobutene gaz. The sealed tube was closed and then the reaction mixture was stirred for 6 days at 60° C. The solvant was removed and then partitioned between 15 ml of sat. Na2CO3 solution and 15 ml of EtOAc. The organic layer was separated, the aqueo... Reported procedure: 7.8 g (23.7 mmol) of 3-(3′-benzyloxybiphenyl-3-yl)propanol are hydrogenated to completion in THF on a palladium/activated carbon catalyst. The catalyst is filtered off, the filtrate is evaporated, and the residue is chromatographed on silica gel with toluene/ethyl acetate (2:1), giving 3′-(3-hydroxypropyl)biphenyl-3-ol as a colourless oil. Reagents/catalysts: [Pd] (palladium). RXN SMILES: C([O:8][C:9]1[CH:10]=[C:11]([C:15]2[CH:20]=[CH:19][CH:18]=[C:17]([CH2:21][CH2:22][CH2:23][OH:24])[CH:16]=2)[CH:12]=[CH:13][CH:14]=1)C1C=CC=CC=1>C1COCC1.[Pd]>[OH:24][CH2:23][CH2:22][CH2:21][C:17]1[CH:16]=[C:15]([C:11]2[CH:12]=[CH:13][CH:14]=[C:9]([OH:8])[CH:10]=2)[CH:20]=[CH:19][CH:18]=1. Starting materials: C(C1=CC=CC=C1)OC=1C=C(C=CC1)C1=CC(=CC=C1)CCCO (3-(3′-benzyloxybiphenyl-3-yl)propanol). Solvent: C1CCOC1 (THF). Product: OCCCC=1C=C(C=CC1)C1=CC(=CC=C1)O (3′-(3-hydroxypropyl)biphenyl-3-ol). Starting materials: ClC=1C(=C(C=CC1)[C@H]1[C@@H](N[C@H]([C@]1(C#N)C1=C(C=C(C=C1)Cl)F)CC(C)(C)C)C(=O)NC1=C(C=C(C(=O)O)C=C1)OC)F (4-((2R,3S,4R,5S)-3-(3-chloro-2-fluorophenyl)-4-(4-chloro-2-fluorophenyl)-4-cyano-5-neopentylpyrrolidine-2-carboxamido)-3-methoxybenzoic acid), CN1CCN(CC1)CCN (2-(4-methylpiperazin-1-yl)ethanamine). The product is Cl.COC1=C(C=CC(=C1)C(NCCN1CCN(CC1)C)=O)NC(=O)[C@@H]1N[C@H]([C@]([C@H]1C1=C(C(=CC=C1)Cl)F)(C#N)C1=C(C=C(C=C1)Cl)F)CC(C)(C)C ((2R,3S,4R,5S)-4-(4-chloro-2-fluoro-phenyl)-3-(3-chloro-2-fluoro-phenyl)-4-cyano-5-(2,2-dimethyl-propyl)-pyrrolidine-2-carboxylic acid {2-methoxy-4-[2-(4-methyl-piperazin-1-yl)-ethylcarbamoyl]-phenyl}-amide, hydrochloride). RXN SMILES: [Cl:1][C:2]1[C:3]([F:42])=[C:4]([C@@H:8]2[C@:12]([C:15]3[CH:20]=[CH:19][C:18]([Cl:21])=[CH:17][C:16]=3[F:22])([C:13]#[N:14])[C@H:11]([CH2:23][C:24]([CH3:27])([CH3:26])[CH3:25])[NH:10][C@H:9]2[C:28]([NH:30][C:31]2[CH:39]=[CH:38][C:34]([C:35](O)=[O:36])=[CH:33][C:32]=2[O:40][CH3:41])=[O:29])[CH:5]=[CH:6][CH:7]=1.[CH3:43][N:44]1[CH2:49][CH2:48][N:47]([CH2:50][CH2:51][NH2:52])[CH2:46][CH2:45]1>>[ClH:1].[CH3:41][O:40][C:32]1[CH:33]=[C:34]([C:35](=[O:36])[NH:52][CH2:51][CH2:50][N:47]2[CH2:48][CH2:49][N:44]([CH3:43])[CH2:45][CH2:46]2)[CH:38]=[CH:39][C:31]=1[NH:30][C:28]([C@H:9]1[C@H:8]([C:4]2[CH:5]=[CH:6][CH:7]=[C:2]([Cl:1])[C:3]=2[F:42])[C@:12]([C:15]2[CH:20]=[CH:19][C:18]([Cl:21])=[CH:17][C:16]=2[F:22])([C:13]#[N:14])[C@H:11]([CH2:23][C:24]([CH3:27])([CH3:26])[CH3:25])[NH:10]1)=[O:29] |f:2.3|. Procedure: In a manner similar to the method described in Example 14, 4-((2R,3S,4R,5S)-3-(3-chloro-2-fluorophenyl)-4-(4-chloro-2-fluorophenyl)-4-cyano-5-neopentylpyrrolidine-2-carboxamido)-3-methoxybenzoic acid (prepared as described in US20100152190A1) was reacted with 2-(4-methylpiperazin-1-yl)ethanamine to give (2R,3S,4R,5S)-4-(4-chloro-2-fluoro-phenyl)-3-(3-chloro-2-fluoro-phenyl)-4-cyano-5-(2,2-dimethyl-propyl)-pyrrolidine-2-carboxylic acid {2-methoxy-4-[2-(4-methyl-piperazin-1-yl)-ethylcarbamoyl]-phe...